Dataset: the Open Reaction Database (ORD), a public repository of structured organic reaction records. Task: describe an organic reaction: reactants, conditions, products, and yield Reactants: B, CSC, N#CCC(O)(CSCc1cc(C(F)(F)F)cc(C(F)(F)F)c1)c1ccccc1. Product: NCCC(O)(CSCc1cc(C(F)(F)F)cc(C(F)(F)F)c1)c1ccccc1. Reaction SMILES: [BH3:32].[CH3:29][S:30][CH3:31].[F:1][C:2]([c:3]1[cH:4][c:5]([CH2:6][S:7][CH2:8][C:9]([CH2:10][C:11]#[N:12])([c:13]2[cH:14][cH:15][cH:16][cH:17][cH:18]2)[OH:19])[cH:20][c:21]([C:23]([F:24])([F:25])[F:26])[cH:22]1)([F:27])[F:28]>>[F:1][C:2]([c:3]1[cH:4][c:5]([CH2:6][S:7][CH2:8][C:9]([CH2:10][CH2:11][NH2:12])([c:13]2[cH:14][cH:15][cH:16][cH:17][cH:18]2)[OH:19])[cH:20][c:21]([C:23]([F:24])([F:25])[F:26])[cH:22]1)([F:27])[F:28].